From a dataset of the Open Reaction Database (ORD), a public repository of structured organic reaction records. describe an organic reaction: reactants, conditions, products, and yield The reactants are NC1=C(C(NC2=CC=CC(=C12)F)=O)C1=NC2=C(N1)C=CC(=C2)N2CCN(CC2)C (4-amino-5-fluoro-3-[5-(4-methylpiperazin-1-yl)-1H-benzimidazol-2-yl]quinolin-2(1H)-one), C(C(O)C)(=O)O (lactic acid), Cl(=O)(=O)(=O)O (perchloric acid), C(C(O)C)(=O)O (lactic acid). Run in O (water). Yields the product C(C(O)C)(=O)O.NC1=C(C(NC2=CC=CC(=C12)F)=O)C1=NC2=C(N1)C=CC(=C2)N2CCN(CC2)C (4-Amino-5-fluoro-3-[5-(4-methylpiperazin-1-yl)-1H-benzimidazol-2-yl]quinolin-2(1H)-one lactate). As a reaction SMILES: [NH2:1][C:2]1[C:11]2[C:6](=[CH:7][CH:8]=[CH:9][C:10]=2[F:12])[NH:5][C:4](=[O:13])[C:3]=1[C:14]1[NH:18][C:17]2[CH:19]=[CH:20][C:21]([N:23]3[CH2:28][CH2:27][N:26]([CH3:29])[CH2:25][CH2:24]3)=[CH:22][C:16]=2[N:15]=1.Cl(O)(=O)(=O)=O.[C:35]([OH:40])(=[O:39])[CH:36]([CH3:38])[OH:37]>O>[C:35]([OH:40])(=[O:39])[CH:36]([CH3:38])[OH:37].[NH2:1][C:2]1[C:11]2[C:6](=[CH:7][CH:8]=[CH:9][C:10]=2[F:12])[NH:5][C:4](=[O:13])[C:3]=1[C:14]1[NH:18][C:17]2[CH:19]=[CH:20][C:21]([N:23]3[CH2:28][CH2:27][N:26]([CH3:29])[CH2:25][CH2:24]3)=[CH:22][C:16]=2[N:15]=1 |f:4.5|. Procedure details: Titration of 4-amino-5-fluoro-3-[5-(4-methylpiperazin-1-yl)-1H-benzimidazol-2-yl]quinolin-2(1H)-one by perchloric acid and titration of the lactic acid shows the stoichiometry 1:1 of the base and lactic acid. Thermogravimetry water <0.5%, purity HPLC>99.5%. Starting materials: C(C1=CC=CO1)SCC([C@H](CCCC)NC(CC[C@@H](CNC(COC1=CC=CC=C1)=O)C)=O)=O ((s)-1-furfurylthio-3-((s)-4-methyl-2-phenoxyacetylaminovalerylamino)-2-heptanone), I(=O)(=O)(=O)[O-].[Na+] (sodium metaperiodate). The solvent is CO (methanol), O (water). Yields the product C(C1=CC=CO1)S(=O)CC([C@H](CCCC)NC(CC[C@@H](CNC(COC1=CC=CC=C1)=O)C)=O)=O ((s)-1-furfurylsulfinyl-3-((s)-4-methyl-2-phenoxyacetylaminovalerylamino)-2-heptanone). Isolated yield 36.3%. RXN SMILES: [CH2:1]([S:7][CH2:8][C:9](=[O:34])[C@@H:10]([NH:15][C:16](=[O:33])[CH2:17][CH2:18][C@H:19]([CH3:32])[CH2:20][NH:21][C:22](=[O:31])[CH2:23][O:24][C:25]1[CH:30]=[CH:29][CH:28]=[CH:27][CH:26]=1)[CH2:11][CH2:12][CH2:13][CH3:14])[C:2]1[O:6][CH:5]=[CH:4][CH:3]=1.I([O-])(=O)(=O)=[O:36].[Na+]>CO.O>[CH2:1]([S:7]([CH2:8][C:9](=[O:34])[C@@H:10]([NH:15][C:16](=[O:33])[CH2:17][CH2:18][C@H:19]([CH3:32])[CH2:20][NH:21][C:22](=[O:31])[CH2:23][O:24][C:25]1[CH:26]=[CH:27][CH:28]=[CH:29][CH:30]=1)[CH2:11][CH2:12][CH2:13][CH3:14])=[O:36])[C:2]1[O:6][CH:5]=[CH:4][CH:3]=1 |f:1.2|. Reported procedure: (s)-1-Furfurylthio-3-((s)-4-methyl-2-phenoxyacetylaminovalerylamino)-2-heptanone (176 mg) obtained in Example 3 was dissolved in methanol (10 ml) and water (10 ml). To the solution was added sodium metaperiodate (82 mg), and the mixture was reacted at room temperature for 48 hours. Then, methanol was removed in vacuo, saturated brine was added to the residue, and the resultant mixture was extracted with chloroform. The extract was washed with saturated brine, dried over sodium sulfate, and filte...